This data is from the Open Reaction Database (ORD), a public repository of structured organic reaction records. The task is: describe an organic reaction: reactants, conditions, products, and yield Starting materials: BrC(Br)(Br)Br, C1CCOC1, CC1(C)COc2ccc(C=O)cc21, c1ccc(P(c2ccccc2)c2ccccc2)cc1. The product is CC1(C)COc2ccc(C=C(Br)Br)cc21. Reaction SMILES: [C:33]([Br:34])([Br:35])([Br:36])[Br:37].[CH2:38]1[O:39][CH2:40][CH2:41][CH2:42]1.[CH3:1][C:2]1([CH3:13])[CH2:3][O:4][c:5]2[c:6]1[cH:7][c:8]([CH:11]=[O:12])[cH:9][cH:10]2.[c:14]1([P:15]([c:16]2[cH:17][cH:18][cH:19][cH:20][cH:21]2)[c:22]2[cH:23][cH:24][cH:25][cH:26][cH:27]2)[cH:28][cH:29][cH:30][cH:31][cH:32]1>>[CH3:1][C:2]1([CH3:13])[CH2:3][O:4][c:5]2[c:6]1[cH:7][c:8]([CH:11]=[C:33]([Br:34])[Br:35])[cH:9][cH:10]2.